This data is from the Open Reaction Database (ORD), a public repository of structured organic reaction records. The task is: describe an organic reaction: reactants, conditions, products, and yield Starting materials: N1C(=CC2=CC=CC=C12)SC(CO)(C)C1=CC=CC=C1 (2-(1H-indol-2-yl)thio-2-phenylpropanol), CN(C1=CC=CC=C1)C (N,N-dimethylaniline), C(C)(=O)Cl (acetyl chloride). The solvent is CN(C)C=O (DMF), CN(C)C=O (DMF), O (water). Reaction conditions: time 8 hour. The product is C(C)(=O)OCC(C)(C1=CC=CC=C1)SC=1NC2=CC=CC=C2C1 (2-(1H-indol-2-yl)thio-2-phenylpropyl acetate). Isolated yield 41.8%. Reaction SMILES: [NH:1]1[C:9]2[C:4](=[CH:5][CH:6]=[CH:7][CH:8]=2)[CH:3]=[C:2]1[S:10][C:11]([C:15]1[CH:20]=[CH:19][CH:18]=[CH:17][CH:16]=1)([CH3:14])[CH2:12][OH:13].CN(C)C1C=CC=CC=1.[C:30](Cl)(=[O:32])[CH3:31]>CN(C=O)C.O>[C:30]([O:13][CH2:12][C:11]([S:10][C:2]1[NH:1][C:9]2[C:4]([CH:3]=1)=[CH:5][CH:6]=[CH:7][CH:8]=2)([C:15]1[CH:20]=[CH:19][CH:18]=[CH:17][CH:16]=1)[CH3:14])(=[O:32])[CH3:31]. Reported procedure: To a solution (20 ml) of 2-(1H-indol-2-yl)thio-2-phenylpropanol (2.81 g) and N,N-dimethylaniline (1.23 g) in anhydrous DMF, was a solution (2 ml) of acetyl chloride (0.86 g) in anhydrous DMF was added dropwise. The mixture was stirred at room temperature overnight. The reaction solution was diluted with water, and was extracted with ethyl acetate. The organic layer was washed with 1N hydrochloric acid, water, and a saturated aqueous sodium chloride solution, and was dried over anhydrous sodium s...